Task: describe an organic reaction: reactants, conditions, products, and yield. Dataset: the Open Reaction Database (ORD), a public repository of structured organic reaction records The reactants are C(C)(=O)N1C(C(C2=CC(=C(C=C12)OC)OC)=C(C1=CC=CC=C1)OCC)=O (1-acetyl-3-(1-ethoxy-1-phenyl-methylidene)-5,6-dimethoxy-2-indolinone), N1(CCCCC1)C(=O)C1=CC=C(N)C=C1 (4-(piperidin-1-yl-carbonyl)-aniline). Product: N1(CCCCC1)C(=O)C1=CC=C(N\C(\C2=CC=CC=C2)=C\2/C(NC3=CC(=C(C=C23)OC)OC)=O)C=C1 (3-(Z)-(1-[4-(piperidin-1-yl-carbonyl)-anilino)-1-phenyl-methylidene}-5,6-dimethoxy-2-indolinone). Reaction SMILES: C([N:4]1[C:12]2[C:7](=[CH:8][C:9]([O:15][CH3:16])=[C:10]([O:13][CH3:14])[CH:11]=2)[C:6](=[C:17](OCC)[C:18]2[CH:23]=[CH:22][CH:21]=[CH:20][CH:19]=2)[C:5]1=[O:27])(=O)C.[N:28]1([C:34]([C:36]2[CH:42]=[CH:41][C:39]([NH2:40])=[CH:38][CH:37]=2)=[O:35])[CH2:33][CH2:32][CH2:31][CH2:30][CH2:29]1>>[N:28]1([C:34]([C:36]2[CH:37]=[CH:38][C:39]([NH:40]/[C:17](=[C:6]3\[C:5](=[O:27])[NH:4][C:12]4[C:7]\3=[CH:8][C:9]([O:15][CH3:16])=[C:10]([O:13][CH3:14])[CH:11]=4)/[C:18]3[CH:23]=[CH:22][CH:21]=[CH:20][CH:19]=3)=[CH:41][CH:42]=2)=[O:35])[CH2:33][CH2:32][CH2:31][CH2:30][CH2:29]1. Reported procedure: Prepared from 1-acetyl-3-(1-ethoxy-1-phenyl-methylidene)-5,6-dimethoxy-2-indolinone and 4-(piperidin-1-yl-carbonyl)-aniline Reactants: BrCC1OC(C(O1)C)C (2-Bromomethyl-4,5-dimethyl-1,3-dioxolane), CC(C#C)(C)N (1,1-dimethylprop-2-ynylamine), [OH-].[Na+] (sodium hydroxide). Run in O (water). Run at temperature 100 celsius, time 30 minute. The product is CC(C#C)(C)NCC1OC(C(O1)C)C (N-(1,1-dimethylprop-2-ynyl)-N-(4,5-dimethyl-1,3-dioxolan-2-ylmethyl)amine). RXN SMILES: Br[CH2:2][CH:3]1[O:7][CH:6]([CH3:8])[CH:5]([CH3:9])[O:4]1.[CH3:10][C:11]([NH2:15])([CH3:14])[C:12]#[CH:13].[OH-].[Na+]>O>[CH3:10][C:11]([NH:15][CH2:2][CH:3]1[O:7][CH:6]([CH3:8])[CH:5]([CH3:9])[O:4]1)([CH3:14])[C:12]#[CH:13] |f:2.3|. Reported procedure: 2-Bromomethyl-4,5-dimethyl-1,3-dioxolane (20 grams) and 1,1-dimethylprop-2-ynylamine (100 ml) are charged into a glass reaction vessel equipped with a mechanical stirrer, thermometer and reflux condenser. The reaction mixture is heated at a temperature of about 100° C. for a period of about 3 hours. After this time sodium hydroxide (10 grams) dissolved in water (100 ml) is added and the resulting mixture is stirred for a period of about 30 minutes. The reaction mixture is then extracted with eth... The reactants are BrC=1C=CC(=NC1)CC#N ((5-bromo-2-pyridinyl)acetonitrile), B.C1CCOC1 (BH3.THF). Solvent: C1CCOC1 (THF). Conditions: time 24 hour. Yields the product BrC=1C=CC(=NC1)CCN ([2-(5-bromo-2-pyridinyl)ethyl]amine). Reaction SMILES: [Br:1][C:2]1[CH:3]=[CH:4][C:5]([CH2:8][C:9]#[N:10])=[N:6][CH:7]=1.B.C1COCC1>C1COCC1>[Br:1][C:2]1[CH:3]=[CH:4][C:5]([CH2:8][CH2:9][NH2:10])=[N:6][CH:7]=1 |f:1.2|. Procedure: To a stirred solution of (5-bromo-2-pyridinyl)acetonitrile (0.26 g, 0.94 mmole), in THF (20 mL) at RT was added 1M BH3.THF (5 mL, 5.0 mmole). After 24 h, H2O (10 mL) wash added dropwise to the reaction solution followed by 1M HCl (10 mL). After 1 h, the reaction solution was made basic by addition of 6M NaOH (2 mL). The reaction contents were concentrated under vacuum and extracted with EtOAc (3×50 mL). The organic phase was dried over Na2SO4 and concentrated under vacuum affording the crude tit... Starting materials: [Li]C(C)(C)C, C1CCOC1, CCCCC, CCOC(C)=O, C=COCCCC, [Cl-], [Cl-], Clc1ccc(Cl)nn1, [Zn+2]. The product is C=C(OCCCC)c1ccc(Cl)nn1. As a reaction SMILES: [C:1]([Li:2])([CH3:3])([CH3:4])[CH3:5].[CH2:26]1[O:27][CH2:28][CH2:29][CH2:30]1.[CH3:21][CH2:22][CH2:23][CH2:24][CH3:25].[CH3:31][CH2:32][O:33][C:34]([CH3:35])=[O:36].[CH:6](=[CH2:7])[O:8][CH2:9][CH2:10][CH2:11][CH3:12].[Cl-:37].[Cl-:39].[Cl:13][c:14]1[n:15][n:16][c:17]([Cl:20])[cH:18][cH:19]1.[Zn+2:38]>>[C:6](=[CH2:7])([O:8][CH2:9][CH2:10][CH2:11][CH3:12])[c:17]1[n:16][n:15][c:14]([Cl:13])[cH:19][cH:18]1. Starting materials: [Al+3], CCOCC, O=C(O)C1(c2ccc(Cl)cc2)CCCC1, [H-], [H-], [H-], [H-], [Li+]. Product: OCC1(c2ccc(Cl)cc2)CCCC1. Reaction SMILES: [Al+3:2].[CH3:22][CH2:23][O:24][CH2:25][CH3:26].[Cl:7][c:8]1[cH:9][cH:10][c:11]([C:14]2([C:19](=[O:20])[OH:21])[CH2:15][CH2:16][CH2:17][CH2:18]2)[cH:12][cH:13]1.[H-:1].[H-:4].[H-:5].[H-:6].[Li+:3]>>[Cl:7][c:8]1[cH:9][cH:10][c:11]([C:14]2([CH2:19][OH:20])[CH2:15][CH2:16][CH2:17][CH2:18]2)[cH:12][cH:13]1. Starting materials: C=CC(=O)OCC, ClCCl, CC(C)Oc1ccc(-c2nc(-c3cccc4c(CCN)c[nH]c34)no2)cc1Cl. Yields the product CCOC(=O)CCNCCc1c[nH]c2c(-c3noc(-c4ccc(OC(C)C)c(Cl)c4)n3)cccc12. Reaction SMILES: [C:1]([CH:2]=[CH2:3])(=[O:4])[O:5][CH2:6][CH3:7].[Cl:36][CH2:37][Cl:38].[Cl:8][c:9]1[cH:10][c:11](-[c:19]2[n:20][c:21](-[c:24]3[cH:25][cH:26][cH:27][c:28]4[c:29]([CH2:33][CH2:34][NH2:35])[cH:30][nH:31][c:32]34)[n:22][o:23]2)[cH:12][cH:13][c:14]1[O:15][CH:16]([CH3:17])[CH3:18]>>[C:1]([CH2:2][CH2:3][NH:35][CH2:34][CH2:33][c:29]1[c:28]2[cH:27][cH:26][cH:25][c:24](-[c:21]3[n:20][c:19](-[c:11]4[cH:10][c:9]([Cl:8])[c:14]([O:15][CH:16]([CH3:17])[CH3:18])[cH:13][cH:12]4)[o:23][n:22]3)[c:32]2[nH:31][cH:30]1)(=[O:4])[O:5][CH2:6][CH3:7].